This data is from the Open Reaction Database (ORD), a public repository of structured organic reaction records. The task is: describe an organic reaction: reactants, conditions, products, and yield Reactants: O.[OH-].[Li+] (lithium hydroxide monohydrate), C(#N)C=1C=C(C=CC1)/C(=C/C(=O)OCC)/C (ethyl (E)-3-(3-cyanophenyl)-2-butenoate), resultant mixture, CO (methanol). The solvent is O1CCCC1 (tetrahydrofuran), O (water), O1CCCC1 (tetrahydrofuran). Reaction conditions: time 16 hour. The product is C(#N)C=1C=C(C=CC1)/C(=C/C(=O)O)/C ((E)-3-(3-Cvanophenyl)-2-butenoic acid). RXN SMILES: O.[OH-].[Li+].[C:4]([C:6]1[CH:7]=[C:8](/[C:12](/[CH3:19])=[CH:13]/[C:14]([O:16]CC)=[O:15])[CH:9]=[CH:10][CH:11]=1)#[N:5].CO>O1CCCC1.O>[C:4]([C:6]1[CH:7]=[C:8](/[C:12](/[CH3:19])=[CH:13]/[C:14]([OH:16])=[O:15])[CH:9]=[CH:10][CH:11]=1)#[N:5] |f:0.1.2|. Procedure: To a mixture of lithium hydroxide monohydrate (10.8 g, 0.26 mol) in tetrahydrofuran (100 ml) and water (100 ml) was added crude ethyl (E)-3-(3-cyanophenyl)-2-butenoate (Preparation 31) in tetrahydrofuran (150 ml). The resultant mixture was made homogeneous by the addition of methanol (approx. 50 ml), and then stirred at room temperature for 16 h. The mixture was concentrated in vacuo and acidified with 2N hydrochloric acid, following which a solid precipitated. The solid was collected by suction... Starting materials: CCOC(C)=O, CN, O=C(O)C1CCc2ccccc21, [Cl-]. Product: CNC(=O)C1CCc2ccccc21. As a reaction SMILES: [CH3:16][CH2:17][O:18][C:19](=[O:20])[CH3:21].[CH3:1][NH2:2].[CH:4]1([C:13](=[O:14])[OH:15])[CH2:5][CH2:6][c:7]2[cH:8][cH:9][cH:10][cH:11][c:12]21.[Cl-:3]>>[CH3:1][NH:2][C:13]([CH:4]1[CH2:5][CH2:6][c:7]2[cH:8][cH:9][cH:10][cH:11][c:12]21)=[O:15]. RXN SMILES: O=[C:2]1[CH2:7][CH2:6][N:5]([C:8]2[CH:21]=[CH:20][C:11]([CH2:12][CH:13]3[S:17][C:16](=[O:18])[NH:15][C:14]3=[O:19])=[CH:10][CH:9]=2)[CH2:4][CH2:3]1.[NH2:22][CH2:23][C@@H:24]([C:26]1[CH:27]=[CH:28][C:29]([OH:39])=[C:30]([NH:32][S:33]([CH:36]([CH3:38])[CH3:37])(=[O:35])=[O:34])[CH:31]=1)[OH:25]>>[O:18]=[C:16]1[NH:15][C:14](=[O:19])[CH:13]([CH2:12][C:11]2[CH:20]=[CH:21][C:8]([N:5]3[CH2:6][CH2:7][CH:2]([NH:22][CH2:23][C@@H:24]([C:26]4[CH:27]=[CH:28][C:29]([OH:39])=[C:30]([NH:32][S:33]([CH:36]([CH3:37])[CH3:38])(=[O:35])=[O:34])[CH:31]=4)[OH:25])[CH2:3][CH2:4]3)=[CH:9][CH:10]=2)[S:17]1. Product: O=C1SC(C(N1)=O)CC1=CC=C(C=C1)N1CCC(CC1)NC[C@H](O)C=1C=CC(=C(C1)NS(=O)(=O)C(C)C)O ((R)-Propane-2-sulfonic acid [5-(2-{1-[4-(2,4-dioxo-thiazolidin-5-ylmethyl)-phenyl]-piperidine-4-ylamino}-1-hydroxy-ethyl)-2-hydroxy-phenyl]-amide). Procedure details: The title compound was prepared from 5-[4-(4-oxo-piperidine-1-yl)-benzyl]-thiazolidine-2,4-dione (which was obtained in Example 38) and propane-2-sulfonic acid [5-((1 R)-2-amino-1-hydroxy-ethyl)-2-hydroxy-phenyl]-amide (which was obtained in Example 27) according to the procedure of Example 73 as a white solid; mp >175° C. (decomposed); 1H NMR (300 MHz, DMSO-d6) δ 1.25 (d, J=6.8 Hz, 6H), 1.30-1.55 (m, 2H), 1.80-2.00 (m, 2H), 2.60-3.70 (m, 9H), 4.47 (dd, J=9.7, 3.9 Hz, 1H), 4.58 (dd, J=8.7, 3.4 H... The reactants are O=C1CCN(CC1)C1=CC=C(CC2C(NC(S2)=O)=O)C=C1 (5-[4-(4-Oxo-piperidine-1-yl)-benzyl]-thiazolidine-2,4-dione), NC[C@H](O)C=1C=CC(=C(C1)NS(=O)(=O)C(C)C)O (Propane-2-sulfonic acid [5-((1R)-2-amino-1-hydroxy-ethyl)-2-hydroxy-phenyl]-amide). The reactants are ClC=1N=C(C2=C(N1)C(=NC=N2)SC)N2CCCCC2 (2-chloro-8-methylthio-4-piperidino-pyrimido[5,4-d]pyrimidine), N1CCNCC1 (piperazine), O (water). The solvent is CS(=O)C (dimethylsulphoxide), CS(=O)C (dimethylsulphoxide). Yields the product CSC1=NC=NC2=C1N=C(N=C2N2CCCCC2)N2CCNCC2 (8-Methylthio-4-piperidino-2-piperazino-pyrimido[5,4-d]pyrimidine). Reaction SMILES: Cl[C:2]1[N:3]=[C:4]([N:14]2[CH2:19][CH2:18][CH2:17][CH2:16][CH2:15]2)[C:5]2[N:11]=[CH:10][N:9]=[C:8]([S:12][CH3:13])[C:6]=2[N:7]=1.[NH:20]1[CH2:25][CH2:24][NH:23][CH2:22][CH2:21]1.O>CS(C)=O>[CH3:13][S:12][C:8]1[C:6]2[N:7]=[C:2]([N:20]3[CH2:25][CH2:24][NH:23][CH2:22][CH2:21]3)[N:3]=[C:4]([N:14]3[CH2:19][CH2:18][CH2:17][CH2:16][CH2:15]3)[C:5]=2[N:11]=[CH:10][N:9]=1. Reported procedure: 2.0 g (6.8 mmol) of 2-chloro-8-methylthio-4-piperidino-pyrimido[5,4-d]pyrimidine is dissolved warm in 70 ml of dimethylsulphoxide and stirred with a solution of 6 g of piperazine in 70 ml of dimethylsulphoxide for 1 hour at ambient temperature. Then the solution is poured into 1 liter of water, the precipitate obtained is suction filtered and washed with water. The residue is taken up in 50 ml of methylene chloride and extracted with 50 ml of 0.05N sodium hydroxide solution. The organic phase is...